From a dataset of the Open Reaction Database (ORD), a public repository of structured organic reaction records. describe an organic reaction: reactants, conditions, products, and yield Starting materials: CS(=O)(=O)C1=CC=C(C=O)C=C1 (4-methanesulfonylbenzaldehyde), ClC1=CC=C(N)C=C1 (4-chloroaniline), SCC(=O)O (mercaptoacetic acid). The solvent is C1(=CC=CC=C1)C (toluene). The product is ClC1=CC=C(C=C1)N1C(SCC1=O)C1=CC=C(C=C1)S(=O)(=O)C (3-(4-chlorophenyl)-2-(4-methanesulfonylphenyl)thiazolidine-4-one). Isolated yield 57.6%. Reaction SMILES: [CH3:1][S:2]([C:5]1[CH:12]=[CH:11][C:8]([CH:9]=O)=[CH:7][CH:6]=1)(=[O:4])=[O:3].[Cl:13][C:14]1[CH:20]=[CH:19][C:17]([NH2:18])=[CH:16][CH:15]=1.[SH:21][CH2:22][C:23](O)=[O:24]>C1(C)C=CC=CC=1>[Cl:13][C:14]1[CH:20]=[CH:19][C:17]([N:18]2[C:23](=[O:24])[CH2:22][S:21][CH:9]2[C:8]2[CH:11]=[CH:12][C:5]([S:2]([CH3:1])(=[O:4])=[O:3])=[CH:6][CH:7]=2)=[CH:16][CH:15]=1. Procedure details: 4-methanesulfonylbenzaldehyde and 150 mg(1.18 mmol) of 4-chloroaniline were added and stirred in 10 ml of toluene and the mixture was heated and refluxed for 4 hours in the Dean-Stark trap apparatus. 0.083 ml(1.19 mmol) of mercaptoacetic acid was added to the reaction mixture and was heated and refluxed for 5 hours. The reaction mixture was cooled to room temperature and the solvent was distilled under reduced pressure and discarded, and then the resultant was diluted in 20 ml of ethyl acetate. ... Reactants: COC(=O)c1ccc(C(=CC(C)C)c2cc3cc(F)cnc3n2S(=O)(=O)c2ccccc2)cc1F, CCCC[N+](CCCC)(CCCC)CCCC, [F-], C1CCOC1. The product is COC(=O)c1ccc(C(=CC(C)C)c2cc3cc(F)cnc3[nH]2)cc1F. RXN SMILES: [CH3:1][O:2][C:3]([c:4]1[c:5]([F:34])[cH:6][c:7]([C:10](=[CH:11][CH:12]([CH3:13])[CH3:14])[c:15]2[cH:16][c:17]3[c:18]([n:19][cH:20][c:21]([F:23])[cH:22]3)[n:24]2[S:25]([c:26]2[cH:27][cH:28][cH:29][cH:30][cH:31]2)(=[O:32])=[O:33])[cH:8][cH:9]1)=[O:35].[CH3:37][CH2:38][CH2:39][CH2:40][N+:41]([CH2:42][CH2:43][CH2:44][CH3:45])([CH2:46][CH2:47][CH2:48][CH3:49])[CH2:50][CH2:51][CH2:52][CH3:53].[F-:36].[O:54]1[CH2:55][CH2:56][CH2:57][CH2:58]1>>[CH3:1][O:2][C:3]([c:4]1[c:5]([F:34])[cH:6][c:7]([C:10](=[CH:11][CH:12]([CH3:13])[CH3:14])[c:15]2[cH:16][c:17]3[c:18]([n:19][cH:20][c:21]([F:23])[cH:22]3)[nH:24]2)[cH:8][cH:9]1)=[O:35].